Dataset: the Open Reaction Database (ORD), a public repository of structured organic reaction records. Task: describe an organic reaction: reactants, conditions, products, and yield Starting materials: C(C(C)C)C1=CC=C(C=C1)C(C(=O)O)C (2-(4-isobutylphenyl) propanoic acid), Rh-, S(=O)(=O)([O-])C1=CC=C(C=C1)CCCC1=CC=C(C=C1)P(C1=C(C2=CC=CC=C2C=C1)C1=C(C=CC2=CC=CC=C12)P(C1=CC=C(C=C1)CCCC1=CC=C(C=C1)S(=O)(=O)[O-])C1=CC=C(C=C1)CCCC1=CC=C(C=C1)S(=O)(=O)[O-])C1=CC=C(C=C1)CCCC1=CC=C(C=C1)S(=O)(=O)[O-] (2,2'-Bis{di[p-(3-p-sulfonatophenylpropyl)phenyl]phosphino}-1,1'-binaphthalene), methyl ester, C(C)(=O)NC(C(=O)O)=CC1=CC=CC=C1 (acetylaminocinnamic acid). Yields the product C1=CC=C(C=C1)P(C2=CC=CC=C2)C3=C(C4=CC=CC=C4C=C3)C5=C(C=CC6=CC=CC=C65)P(C7=CC=CC=C7)C8=CC=CC=C8 ((R)-(+)-BINAP). Reaction SMILES: C(C1C=CC(C(C)C(O)=O)=CC=1)C(C)C.C(NC(=CC1C=CC=CC=1)C(O)=O)(=O)C.S(C1C=CC(CCC[C:44]2[CH:49]=[CH:48][C:47]([P:50]([C:110]3[CH:115]=[CH:114][C:113](CCCC4C=CC(S([O-])(=O)=O)=CC=4)=[CH:112][CH:111]=3)[C:51]3[CH:60]=[CH:59][C:58]4[C:53](=[CH:54][CH:55]=[CH:56][CH:57]=4)[C:52]=3[C:61]3[C:70]4[C:65](=[CH:66][CH:67]=[CH:68][CH:69]=4)[CH:64]=[CH:63][C:62]=3[P:71]([C:91]3[CH:96]=[CH:95][C:94](CCCC4C=CC(S([O-])(=O)=O)=CC=4)=[CH:93][CH:92]=3)[C:72]3[CH:77]=[CH:76][C:75](CCCC4C=CC(S([O-])(=O)=O)=CC=4)=[CH:74][CH:73]=3)=[CH:46][CH:45]=2)=CC=1)([O-])(=O)=O>>[CH:113]1[CH:112]=[CH:111][C:110]([P:50]([C:51]2[CH:60]=[CH:59][C:58]3[C:53](=[CH:54][CH:55]=[CH:56][CH:57]=3)[C:52]=2[C:61]2[C:70]3[C:65](=[CH:66][CH:67]=[CH:68][CH:69]=3)[CH:64]=[CH:63][C:62]=2[P:71]([C:72]2[CH:77]=[CH:76][CH:75]=[CH:74][CH:73]=2)[C:91]2[CH:96]=[CH:95][CH:94]=[CH:93][CH:92]=2)[C:47]2[CH:46]=[CH:45][CH:44]=[CH:49][CH:48]=2)=[CH:115][CH:114]=1. Procedure: According to Example 6, 2-(4-isobutylphenyl) propanoic acid and the methyl ester of acetylaminocinnamic acid were asymmetrically hydrogenated with the Rh- or Ru complexes of (R)-(+)-BINAP-C3 -TS (Table 4). The reactants are CCc1nc2ccccc2n1-c1nc(N2CCOCC2)c2nc(C3CN(C(=O)OC(C)(C)C)C3)n(C)c2n1, ClCCl, O=C(O)C(F)(F)F. The product is CCc1nc2ccccc2n1-c1nc(N2CCOCC2)c2nc(C3CNC3)n(C)c2n1. As a reaction SMILES: [CH2:1]([CH3:2])[c:3]1[n:4][c:5]2[c:6]([n:7]1-[c:8]1[n:9][c:10]([N:29]3[CH2:30][CH2:31][O:32][CH2:33][CH2:34]3)[c:11]3[n:12][c:13]([CH:18]4[CH2:19][N:20]([C:22]([O:23][C:24]([CH3:25])([CH3:26])[CH3:27])=[O:28])[CH2:21]4)[n:14]([CH3:17])[c:15]3[n:16]1)[cH:35][cH:36][cH:37][cH:38]2.[Cl:46][CH2:47][Cl:48].[F:39][C:40]([F:41])([F:42])[C:43]([OH:44])=[O:45]>>[CH2:1]([CH3:2])[c:3]1[n:4][c:5]2[c:6]([n:7]1-[c:8]1[n:9][c:10]([N:29]3[CH2:30][CH2:31][O:32][CH2:33][CH2:34]3)[c:11]3[n:12][c:13]([CH:18]4[CH2:19][NH:20][CH2:21]4)[n:14]([CH3:17])[c:15]3[n:16]1)[cH:35][cH:36][cH:37][cH:38]2. Starting materials: CC(C)(C)CN, CC(C)(C)C(=O)c1cn(COCC[Si](C)(C)C)c2ncc(-c3cccc(I)c3)nc12. Product: CC(C)(C)CNc1cccc(-c2cnc3c(n2)c(C(=O)C(C)(C)C)cn3COCC[Si](C)(C)C)c1. As a reaction SMILES: [CH3:31][C:32]([CH2:33][NH2:34])([CH3:35])[CH3:36].[I:1][c:2]1[cH:3][c:4](-[c:8]2[n:9][c:10]3[c:11]([n:12][cH:13]2)[n:14]([CH2:23][O:24][CH2:25][CH2:26][Si:27]([CH3:28])([CH3:29])[CH3:30])[cH:15][c:16]3[C:17]([C:18]([CH3:19])([CH3:20])[CH3:21])=[O:22])[cH:5][cH:6][cH:7]1>>[c:2]1([NH:34][CH2:33][C:32]([CH3:31])([CH3:35])[CH3:36])[cH:3][c:4](-[c:8]2[n:9][c:10]3[c:11]([n:12][cH:13]2)[n:14]([CH2:23][O:24][CH2:25][CH2:26][Si:27]([CH3:28])([CH3:29])[CH3:30])[cH:15][c:16]3[C:17]([C:18]([CH3:19])([CH3:20])[CH3:21])=[O:22])[cH:5][cH:6][cH:7]1. Reactants: ClC1=CC=C(S1)C(O)(C=1N(C=NC1)C)C=1C=C2C(=CC(=NC2=CC1)OC)C1=CC(=CC=C1)OC ((5-chloro-thiophen-2-y)-[4-(3-methoxy-phenyl)-2-methoxy-quinolin-6-yl]-(3-methyl-3H-imidazol-4-yl)-methanol), Cl (HCl). Run in C1CCOC1 (THF). Yields the product ClC1=CC=C(S1)C(C=1C=C2C(=CC(NC2=CC1)=O)C1=CC(=CC=C1)OC)(C=1N(C=NC1)C)O (6-[(5-Chloro-thiophen-2-yl)-hydroxy-(3-methyl-3H-imidazol-4-yl)-methyl]-4-(3-methoxy-phenyl)-1H-quinolin-2-one). Isolated yield 100.1%. Reaction SMILES: [Cl:1][C:2]1[S:6][C:5]([C:7]([C:15]2[CH:16]=[C:17]3[C:22](=[CH:23][CH:24]=2)[N:21]=[C:20]([O:25]C)[CH:19]=[C:18]3[C:27]2[CH:32]=[CH:31][CH:30]=[C:29]([O:33][CH3:34])[CH:28]=2)([C:9]2[N:10]([CH3:14])[CH:11]=[N:12][CH:13]=2)[OH:8])=[CH:4][CH:3]=1.Cl>C1COCC1>[Cl:1][C:2]1[S:6][C:5]([C:7]([OH:8])([C:9]2[N:10]([CH3:14])[CH:11]=[N:12][CH:13]=2)[C:15]2[CH:16]=[C:17]3[C:22](=[CH:23][CH:24]=2)[NH:21][C:20](=[O:25])[CH:19]=[C:18]3[C:27]2[CH:32]=[CH:31][CH:30]=[C:29]([O:33][CH3:34])[CH:28]=2)=[CH:4][CH:3]=1. Procedure: Following the same procedure as described in example 1F (5-chloro-thiophen-2-y)-[4-(3-methoxy-phenyl)-2-methoxy-quinolin-6-yl]-(3-methyl-3H-imidazol-4-yl)-methanol (1.14 g, 2.34 mmol) was treated with HCl in aqueous THF to yield the title compound of 31B (1.12 g, 100% yield). Reactants: CCN(CC)CCOc1ccc(N)cc1, CS(=O)(=O)c1ncc2c(n1)N(c1ccccc1)C(=O)N(c1c(Cl)cccc1Cl)C2. Yields the product CCN(CC)CCOc1ccc(Nc2ncc3c(n2)N(c2ccccc2)C(=O)N(c2c(Cl)cccc2Cl)C3)cc1. RXN SMILES: [CH2:30]([CH3:31])[N:32]([CH2:33][CH2:34][O:35][c:36]1[cH:37][cH:38][c:39]([NH2:40])[cH:41][cH:42]1)[CH2:43][CH3:44].[Cl:1][c:2]1[c:3]([N:9]2[C:10](=[O:29])[N:11]([c:23]3[cH:24][cH:25][cH:26][cH:27][cH:28]3)[c:12]3[n:13][c:14]([S:19]([CH3:20])(=[O:21])=[O:22])[n:15][cH:16][c:17]3[CH2:18]2)[c:4]([Cl:8])[cH:5][cH:6][cH:7]1>>[Cl:1][c:2]1[c:3]([N:9]2[C:10](=[O:29])[N:11]([c:23]3[cH:24][cH:25][cH:26][cH:27][cH:28]3)[c:12]3[n:13][c:14]([NH:40][c:39]4[cH:38][cH:37][c:36]([O:35][CH2:34][CH2:33][N:32]([CH2:30][CH3:31])[CH2:43][CH3:44])[cH:42][cH:41]4)[n:15][cH:16][c:17]3[CH2:18]2)[c:4]([Cl:8])[cH:5][cH:6][cH:7]1. Starting materials: C(CCC)C1=C(SC2=C1C=CC(=C2)C(F)(F)F)C=O (3-butyl-6-(trifluoromethyl)benzothiophen-2-carboxaldehyde), C(C)(=O)C1=CC(=C(C=C1)C=CC(=O)OC)C (methyl 3-(4-acetyl-2-methylphenyl)acrylate), Example 7 ( 1 ). RXN SMILES: [CH2:1]([C:5]1[C:9]2[CH:10]=[CH:11][C:12]([C:14]([F:17])([F:16])[F:15])=[CH:13][C:8]=2[S:7][C:6]=1[CH:18]=O)[CH2:2][CH2:3][CH3:4].[C:20]([C:23]1[CH:28]=[CH:27][C:26]([CH:29]=[CH:30][C:31]([O:33][CH3:34])=[O:32])=[C:25]([CH3:35])[CH:24]=1)(=[O:22])[CH3:21]>>[CH2:1]([C:5]1[C:9]2[CH:10]=[CH:11][C:12]([C:14]([F:16])([F:15])[F:17])=[CH:13][C:8]=2[S:7][C:6]=1[CH:18]=[CH:21][C:20]([C:23]1[CH:28]=[CH:27][C:26]([CH:29]=[CH:30][C:31]([O:33][CH3:34])=[O:32])=[C:25]([CH3:35])[CH:24]=1)=[O:22])[CH2:2][CH2:3][CH3:4]. The product is C(CCC)C1=C(SC2=C1C=CC(=C2)C(F)(F)F)C=CC(=O)C2=CC(=C(C=C2)C=CC(=O)OC)C (Methyl 3-[4-[3-[3-butyl-6-(trifluoromethyl)benzothiophen-2-yl]propenoyl]-2-methylphenyl]acrylate). Procedure: The titled compound was prepared from the above-mentioned 3-butyl-6-(trifluoromethyl)benzothiophen-2-carboxaldehyde (88 mg, 0.31 mmol) and methyl 3-(4-acetyl-2-methylphenyl)acrylate (67 mg, 0.31 mmol) in a procedure similar to that of Example 7 (1) as a yellow crystal (77 mg, yield 51%).